From a dataset of the Open Reaction Database (ORD), a public repository of structured organic reaction records. describe an organic reaction: reactants, conditions, products, and yield Starting materials: COC(=O)C(CNC(=O)c1ccccc1)C(C)=O, CC#N, CC(C)O, [Mg+2], O=S(=O)([O-])[O-], OCCN(CCO)CCO. The product is COC(=O)C(CNC(=O)c1ccccc1)C(C)O. As a reaction SMILES: [C:1]([c:2]1[cH:3][cH:4][cH:5][cH:6][cH:7]1)(=[O:8])[NH:9][CH2:10][CH:11]([C:12](=[O:13])[O:14][CH3:15])[C:16]([CH3:17])=[O:18].[CH3:39][C:40]#[N:41].[CH:19]([OH:20])([CH3:21])[CH3:22].[Mg+2:23].[O-:24][S:25]([O-:26])(=[O:27])=[O:28].[OH:29][CH2:30][CH2:31][N:32]([CH2:33][CH2:34][OH:35])[CH2:36][CH2:37][OH:38]>>[C:1]([c:2]1[cH:3][cH:4][cH:5][cH:6][cH:7]1)(=[O:8])[NH:9][CH2:10][CH:11]([C:12](=[O:13])[O:14][CH3:15])[CH:16]([CH3:17])[OH:18].